describe an organic reaction: reactants, conditions, products, and yield From a dataset of the Open Reaction Database (ORD), a public repository of structured organic reaction records. The reactants are C(C)OCC (diethyl ether), FC(C(C(=O)O)(C)C)(F)F (3,3,3-trifluoro-2,2-dimethylpropionic acid), C(=O)(C=1NC=CN1)C=1NC=CN1 (carbonyl-diimidazole), N (ammonia). Run in C(Cl)Cl (CH2Cl2). Conditions: time 20 hour. The product is FC(C(C(=O)N)(C)C)(F)F (3,3,3-Trifluoro-2,2-dimethyl-propionamide). Yield: 57.9%. As a reaction SMILES: [F:1][C:2]([F:10])([F:9])[C:3]([CH3:8])([CH3:7])[C:4](O)=[O:5].C(C1NC=CN=1)(C1[NH:14]C=CN=1)=O.N.C(OCC)C>C(Cl)Cl>[F:1][C:2]([F:10])([F:9])[C:3]([CH3:8])([CH3:7])[C:4]([NH2:14])=[O:5]. Procedure: A mixture of 2 g (12.81 mmol) 3,3,3-trifluoro-2,2-dimethylpropionic acid (Aldrich), 2.077 g (12.81 mmol) carbonyl-diimidazole and 5.55 ml (64.1 mmol) aqueous ammonia in 50 ml CH2Cl2 was stirred at room temperature for 20 h. After that, diethyl ether was added and the resulting mixture was washed with 0.1 N HCL, 0.1 N NaOH, water and brine. The organic layer was dried (MgSO4), filtered and concentrated in vacuo to afford 1.15 g of the title compound as white crystals, that were used in the next s... Reactants: COc1ccc(CNc2ncc(-c3ccc4[nH]nc(C)c4c3)o2)cc1, Cc1ccccc1, O=C(O)C(F)(F)F. The product is Cc1n[nH]c2ccc(-c3cnc(N)o3)cc12. Reaction SMILES: [CH3:1][O:2][c:3]1[cH:4][cH:5][c:6]([CH2:7][NH:8][c:9]2[o:10][c:11](-[c:14]3[cH:15][c:16]4[c:17]([CH3:23])[n:18][nH:19][c:20]4[cH:21][cH:22]3)[cH:12][n:13]2)[cH:24][cH:25]1.[CH3:33][c:34]1[cH:35][cH:36][cH:37][cH:38][cH:39]1.[F:26][C:27]([F:28])([F:29])[C:30]([OH:31])=[O:32]>>[NH2:8][c:9]1[o:10][c:11](-[c:14]2[cH:15][c:16]3[c:17]([CH3:23])[n:18][nH:19][c:20]3[cH:21][cH:22]2)[cH:12][n:13]1. Starting materials: CC(CCCN(CC(CCCCCCNC(CCCCCCCCCCC=CCCCCCCCCCCC=CCCCCCCCCCCCN=[N+]=[N-])=O)C(N(C(=O)OC(C)(C)C)C)(CCCCNC(=O)OC(C)(C)C)CCCNC(=O)OC(C)(C)C)C(=O)OC(C)(C)C)(NC(=O)OC(C)(C)C)CCCNC(=O)OC(C)(C)C (N-{8-[Methyl(t-butyloxycarbonyl)aminopropyl(t-butyloxycarbonyl)aminobutyl(t-butyloxycarbonyl)amino]-7-[methyl(t-butyloxycarbonyl)aminopropyl(t-butyloxycarbonyl)aminobutyl(t-butyloxycarbonyl)aminomethyl]-octyl}-36-azidohexatriaconta-12,24-dienamide), [H][H] (hydrogen). The reagents and catalysts are [Pd] (Pd/C). The solvent is C(C)(C)(C)O (tert-butanol). Conditions: temperature 40 celsius. Yields the product CC(CCCN(CC(CCCCCCNC(CCCCCCCCCCCCCCCCCCCCCCCCCCCCCCCCCCCN)=O)C(N(C(=O)OC(C)(C)C)C)(CCCCNC(=O)OC(C)(C)C)CCCNC(=O)OC(C)(C)C)C(=O)OC(C)(C)C)(NC(=O)OC(C)(C)C)CCCNC(=O)OC(C)(C)C (N-{8-[Methyl(t-butyloxycarbonyl)aminopropyl(t-butyloxycarbonyl)aminobutyl(t-butyloxycarbonyl)amino]-7-[methyl(t-butyloxycarbonyl)aminopropyl(t-butyloxycarbonyl)aminobutyl(t-butyloxycarbonyl)aminomethyl]-octyl}-36-aminohexatriacontanamide). Reaction SMILES: [CH3:1][C:2]([CH2:104][CH2:105][CH2:106][NH:107][C:108]([O:110][C:111]([CH3:114])([CH3:113])[CH3:112])=[O:109])([NH:96][C:97]([O:99][C:100]([CH3:103])([CH3:102])[CH3:101])=[O:98])[CH2:3][CH2:4][CH2:5][N:6]([C:89]([O:91][C:92]([CH3:95])([CH3:94])[CH3:93])=[O:90])[CH2:7][CH:8]([C:56]([CH2:78][CH2:79][CH2:80][NH:81][C:82]([O:84][C:85]([CH3:88])([CH3:87])[CH3:86])=[O:83])([CH2:66][CH2:67][CH2:68][CH2:69][NH:70][C:71]([O:73][C:74]([CH3:77])([CH3:76])[CH3:75])=[O:72])[N:57]([CH3:65])[C:58]([O:60][C:61]([CH3:64])([CH3:63])[CH3:62])=[O:59])[CH2:9][CH2:10][CH2:11][CH2:12][CH2:13][CH2:14][NH:15][C:16](=[O:55])[CH2:17][CH2:18][CH2:19][CH2:20][CH2:21][CH2:22][CH2:23][CH2:24][CH2:25][CH2:26][CH:27]=[CH:28][CH2:29][CH2:30][CH2:31][CH2:32][CH2:33][CH2:34][CH2:35][CH2:36][CH2:37][CH2:38][CH:39]=[CH:40][CH2:41][CH2:42][CH2:43][CH2:44][CH2:45][CH2:46][CH2:47][CH2:48][CH2:49][CH2:50][CH2:51][N:52]=[N+]=[N-].[H][H]>C(O)(C)(C)C.[Pd]>[CH3:1][C:2]([CH2:104][CH2:105][CH2:106][NH:107][C:108]([O:110][C:111]([CH3:114])([CH3:113])[CH3:112])=[O:109])([NH:96][C:97]([O:99][C:100]([CH3:103])([CH3:102])[CH3:101])=[O:98])[CH2:3][CH2:4][CH2:5][N:6]([C:89]([O:91][C:92]([CH3:93])([CH3:94])[CH3:95])=[O:90])[CH2:7][CH:8]([C:56]([CH2:78][CH2:79][CH2:80][NH:81][C:82]([O:84][C:85]([CH3:86])([CH3:87])[CH3:88])=[O:83])([CH2:66][CH2:67][CH2:68][CH2:69][NH:70][C:71]([O:73][C:74]([CH3:75])([CH3:76])[CH3:77])=[O:72])[N:57]([CH3:65])[C:58]([O:60][C:61]([CH3:62])([CH3:63])[CH3:64])=[O:59])[CH2:9][CH2:10][CH2:11][CH2:12][CH2:13][CH2:14][NH:15][C:16](=[O:55])[CH2:17][CH2:18][CH2:19][CH2:20][CH2:21][CH2:22][CH2:23][CH2:24][CH2:25][CH2:26][CH2:27][CH2:28][CH2:29][CH2:30][CH2:31][CH2:32][CH2:33][CH2:34][CH2:35][CH2:36][CH2:37][CH2:38][CH2:39][CH2:40][CH2:41][CH2:42][CH2:43][CH2:44][CH2:45][CH2:46][CH2:47][CH2:48][CH2:49][CH2:50][CH2:51][NH2:52]. Procedure: To E7 (184 mg) dissolved in tert-butanol at 40° C. was added Pd/C (50 mg) and the atmosphere changed to hydrogen. The hydrogenation was heated at 40° C. for 3 days, the catalyst filtered off and the solvent removed. The residues were purified by silica chromatography eluting initially with 100:10:0 CH2Cl2:MeOH:NH4OH to remove faster running impurities then with 100:10:1 to remove the title compound as a colourless gum, 61 mg, 34%. C91H178N8O13 requires 1591.3. Found ES+: MH+, 1592.3. δH (CDCl3) ... The reactants are ClCC1=CC=C(C=C1)C(=O)NC1=NC2=C(N1C)C=CC(=C2)OC2=CC(=NC=C2)C(=O)NC ([4-(2-{[4-(chloromethyl)phenyl]carbonylamino)-1-methylbenzimidazol-5-yloxy)(2-pyridyl)]-N-methylcarboxamide), CN1CCNCC1 (methylpiperazine). Solvent: O1CCCC1 (tetrahydrofuran). Reaction conditions: time 16 hour. The product is CNC(=O)C1=NC=CC(=C1)OC1=CC2=C(N(C(=N2)NC(=O)C2=CC=C(C=C2)CN2CCN(CC2)C)C)C=C1 (N-methyl {4-[1-methyl-2-({4-[(4-methylpiperazinyl)methyl]phenyl}carbonylamino)benzimidazol-5-yloxy](2-pyridyl)}carboxamide). Reaction SMILES: Cl[CH2:2][C:3]1[CH:8]=[CH:7][C:6]([C:9]([NH:11][C:12]2[N:16]([CH3:17])[C:15]3[CH:18]=[CH:19][C:20]([O:22][C:23]4[CH:28]=[CH:27][N:26]=[C:25]([C:29]([NH:31][CH3:32])=[O:30])[CH:24]=4)=[CH:21][C:14]=3[N:13]=2)=[O:10])=[CH:5][CH:4]=1.[CH3:33][N:34]1[CH2:39][CH2:38][NH:37][CH2:36][CH2:35]1>O1CCCC1>[CH3:32][NH:31][C:29]([C:25]1[CH:24]=[C:23]([O:22][C:20]2[CH:19]=[CH:18][C:15]3[N:16]([CH3:17])[C:12]([NH:11][C:9]([C:6]4[CH:7]=[CH:8][C:3]([CH2:2][N:37]5[CH2:38][CH2:39][N:34]([CH3:33])[CH2:35][CH2:36]5)=[CH:4][CH:5]=4)=[O:10])=[N:13][C:14]=3[CH:21]=2)[CH:28]=[CH:27][N:26]=1)=[O:30]. Procedure: To a solution of [4-(2-{[4-(chloromethyl)phenyl]carbonylamino)-1-methylbenzimidazol-5-yloxy)(2-pyridyl)]-N-methylcarboxamide (1 eq) in tetrahydrofuran was added methylpiperazine (4 eq) and stirred at ambient temperature for 16 h. The reaction mixture was concentrated and purified on preparative chromatography to yield N-methyl {4-[1-methyl-2-({4-[(4-methylpiperazinyl)methyl]phenyl}carbonylamino)benzimidazol-5-yloxy](2-pyridyl)}carboxamide. MS: MH+=512. The reactants are CC(=O)O, O=[N+]([O-])c1ccc(Cc2cccc(Cl)c2Cl)cc1, [Zn]. Product: Nc1ccc(Cc2cccc(Cl)c2Cl)cc1. Reaction SMILES: [CH3:19][C:20](=[O:21])[OH:22].[Cl:1][c:2]1[c:3]([Cl:18])[c:4]([CH2:8][c:9]2[cH:10][cH:11][c:12]([N+:15]([O-:16])=[O:17])[cH:13][cH:14]2)[cH:5][cH:6][cH:7]1.[Zn:23]>>[Cl:1][c:2]1[c:3]([Cl:18])[c:4]([CH2:8][c:9]2[cH:10][cH:11][c:12]([NH2:15])[cH:13][cH:14]2)[cH:5][cH:6][cH:7]1. The reactants are C(C)C(CC)OC=1C=C(C(=[N+](C1)[O-])C1=C(C=C(C=C1)OC(F)(F)F)OC)C (5-(1-Ethylpropoxy)-2-(2-methoxy-4-trifluoromethoxyphenyl)-3-methylpyridine-1-oxide), O=P(Cl)(Cl)Cl (POCl3), C(=O)([O-])[O-].[Na+].[Na+] (Na2CO3). Product: ClC1=NC(=C(C=C1OC(CC)CC)C)C1=C(C=C(C=C1)OC(F)(F)F)OC (2-Chloro-3-(1-ethylpropoxy)-6-(2-methoxy-4-trifluoromethoxyphenyl)-5-methylpyridine). As a reaction SMILES: [CH2:1]([CH:3]([O:6][C:7]1[CH:8]=[C:9]([CH3:27])[C:10]([C:14]2[CH:19]=[CH:18][C:17]([O:20][C:21]([F:24])([F:23])[F:22])=[CH:16][C:15]=2[O:25][CH3:26])=[N+:11]([O-])[CH:12]=1)[CH2:4][CH3:5])[CH3:2].C([O-])([O-])=O.[Na+].[Na+].O=P(Cl)(Cl)[Cl:36]>>[Cl:36][C:12]1[C:7]([O:6][CH:3]([CH2:4][CH3:5])[CH2:1][CH3:2])=[CH:8][C:9]([CH3:27])=[C:10]([C:14]2[CH:19]=[CH:18][C:17]([O:20][C:21]([F:24])([F:23])[F:22])=[CH:16][C:15]=2[O:25][CH3:26])[N:11]=1 |f:1.2.3|. Procedure: A solution of compound 44 (340 mg, 0.88 mmol) in POCl3 (0.4 ml) is stirred at 65° C. for 1 hour, then cooled to room temperature and poured onto ice (10 g). The resulting solution is neutralized with Na2CO3, and extracted with 50% EtOAc in hexane. The combined extracts are washed with water, brine, dried, filtered and evaporated. The crude product is purified by chromatography (eluted with 6% EtOAc in hexane) to give the product as a white crystalline solid. 1H NMR (CDCl3) δ 1.01 (t, J=7.6 Hz, 6... Reactants: ClCCCl, CCN(C(C)C)C(C)C, ClCCl, CC(C)(C)OC(=O)N1CCCC1C(N)c1ccc(OCc2ccccc2)cc1, On1nnc2ccccc21, CC(C(=O)O)c1ccccc1. Product: CC(C(=O)NC(c1ccc(OCc2ccccc2)cc1)C1CCCN1C(=O)OC(C)(C)C)c1ccccc1. RXN SMILES: [CH2:12]([Cl:13])[CH2:14][Cl:15].[CH:26]([N:27]([CH2:28][CH3:29])[CH:30]([CH3:31])[CH3:32])([CH3:33])[CH3:34].[Cl:63][CH2:64][Cl:65].[NH2:35][CH:36]([CH:37]1[N:38]([C:42](=[O:43])[O:44][C:45]([CH3:46])([CH3:47])[CH3:48])[CH2:39][CH2:40][CH2:41]1)[c:49]1[cH:50][cH:51][c:52]([O:55][CH2:56][c:57]2[cH:58][cH:59][cH:60][cH:61][cH:62]2)[cH:53][cH:54]1.[OH:16][n:17]1[c:18]2[c:19]([cH:20][cH:21][cH:22][cH:23]2)[n:24][n:25]1.[c:1]1([CH:7]([C:8](=[O:9])[OH:10])[CH3:11])[cH:2][cH:3][cH:4][cH:5][cH:6]1>>[c:1]1([CH:7]([C:8](=[O:10])[NH:35][CH:36]([CH:37]2[N:38]([C:42](=[O:43])[O:44][C:45]([CH3:46])([CH3:47])[CH3:48])[CH2:39][CH2:40][CH2:41]2)[c:49]2[cH:50][cH:51][c:52]([O:55][CH2:56][c:57]3[cH:58][cH:59][cH:60][cH:61][cH:62]3)[cH:53][cH:54]2)[CH3:11])[cH:2][cH:3][cH:4][cH:5][cH:6]1. Starting materials: CC1OC1(O[Si](C)(C)C(C)(C)C)c1ccccc1-c1ccc2[nH]c(COc3ccc(C(F)(F)F)cc3)nc2c1, C1CCOC1, O, Cc1ccccc1S(=O)(=O)O. Yields the product CC(O)C(=O)c1ccccc1-c1ccc2[nH]c(COc3ccc(C(F)(F)F)cc3)nc2c1. RXN SMILES: [C:1]([Si:2]([CH3:3])([CH3:4])[O:6][C:7]1([c:11]2[c:12](-[c:17]3[cH:18][c:19]4[c:20]([nH:21][c:22]([CH2:24][O:25][c:26]5[cH:27][cH:28][c:29]([C:32]([F:33])([F:34])[F:35])[cH:30][cH:31]5)[n:23]4)[cH:36][cH:37]3)[cH:13][cH:14][cH:15][cH:16]2)[O:8][CH:9]1[CH3:10])([CH3:5])([CH3:38])[CH3:39].[CH2:52]1[O:53][CH2:54][CH2:55][CH2:56]1.[OH2:40].[c:41]1([CH3:42])[c:43]([S:44]([OH:45])(=[O:46])=[O:47])[cH:48][cH:49][cH:50][cH:51]1>>[O:6]=[C:7]([CH:9]([OH:8])[CH3:10])[c:11]1[c:12](-[c:17]2[cH:18][c:19]3[c:20]([nH:21][c:22]([CH2:24][O:25][c:26]4[cH:27][cH:28][c:29]([C:32]([F:33])([F:34])[F:35])[cH:30][cH:31]4)[n:23]3)[cH:36][cH:37]2)[cH:13][cH:14][cH:15][cH:16]1.